Dataset: the Open Reaction Database (ORD), a public repository of structured organic reaction records. Task: describe an organic reaction: reactants, conditions, products, and yield Reactants: CCCCOCCOc1ccc(-c2ccc3c(c2)C=C(C(=O)Nc2ccc(SCc4nccn4CC4CCC4)cc2)CCN3CC(C)C)cc1, ClCCl, O=C(OO)c1cccc(Cl)c1. RXN SMILES: [CH2:1]([CH2:2][CH2:3][CH3:4])[O:5][CH2:6][CH2:7][O:8][c:9]1[cH:10][cH:11][c:12](-[c:15]2[cH:16][cH:17][c:18]3[c:19]([cH:50]2)[CH:20]=[C:21]([C:29](=[O:30])[NH:31][c:32]2[cH:33][cH:34][c:35]([S:38][CH2:39][c:40]4[n:41]([CH2:45][CH:46]5[CH2:47][CH2:48][CH2:49]5)[cH:42][cH:43][n:44]4)[cH:36][cH:37]2)[CH2:22][CH2:23][N:24]3[CH2:25][CH:26]([CH3:27])[CH3:28])[cH:13][cH:14]1.[Cl:62][CH2:63][Cl:64].[OH:51][O:52][C:53]([c:54]1[cH:55][c:56]([Cl:57])[cH:58][cH:59][cH:60]1)=[O:61]>>[CH2:1]([CH2:2][CH2:3][CH3:4])[O:5][CH2:6][CH2:7][O:8][c:9]1[cH:10][cH:11][c:12](-[c:15]2[cH:16][cH:17][c:18]3[c:19]([cH:50]2)[CH:20]=[C:21]([C:29](=[O:30])[NH:31][c:32]2[cH:33][cH:34][c:35]([S:38]([CH2:39][c:40]4[n:41]([CH2:45][CH:46]5[CH2:47][CH2:48][CH2:49]5)[cH:42][cH:43][n:44]4)=[O:51])[cH:36][cH:37]2)[CH2:22][CH2:23][N:24]3[CH2:25][CH:26]([CH3:27])[CH3:28])[cH:13][cH:14]1. Yields the product CCCCOCCOc1ccc(-c2ccc3c(c2)C=C(C(=O)Nc2ccc(S(=O)Cc4nccn4CC4CCC4)cc2)CCN3CC(C)C)cc1.